Dataset: the Open Reaction Database (ORD), a public repository of structured organic reaction records. Task: describe an organic reaction: reactants, conditions, products, and yield Starting materials: O.O.O.O.O.O.C(C=1C(C(=O)[O-])=CC=CC1)(=O)O[O-].[Mg+2] (magnesium monoperoxyphathalate hexahydrate), S(=O)(=O)(O[O-])[O-].[K+].[K+] (potassium peroxymonosulfate), S(=O)(=O)(O[O-])[O-].[K+].[K+] (Potassium peroxymonosulfate), FC=1C=C(C=C(C1S(=O)C)F)C=1C(=NOC1C)C1=CC=CC=C1 (4-[3,5-difluoro-4-(methyl-sulfinyl)phenyl]-5-methyl-3-phenylisoxazole). Solvent: CO (methanol), ClCCl (dichloromethane), O (water), CO (methanol), ClCCl (dichloromethane), O (water). Conditions: time 4 day. The product is FC=1C=C(C=C(C1S(=O)(=O)C)F)C=1C(=NOC1C)C1=CC=CC=C1 (4-[3,5-difluoro-4-(methylsulfonyl)-phenyl]-5-methyl-3-phenylisoxazole). Yield: 93.5%. RXN SMILES: S([O-])(O[O-])(=O)=[O:2].[K+].[K+].[F:9][C:10]1[CH:11]=[C:12]([C:20]2[C:21]([C:26]3[CH:31]=[CH:30][CH:29]=[CH:28][CH:27]=3)=[N:22][O:23][C:24]=2[CH3:25])[CH:13]=[C:14]([F:19])[C:15]=1[S:16]([CH3:18])=[O:17].O.O.O.O.O.O.C(O[O-])(=O)C1C(=CC=CC=1)C([O-])=O.[Mg+2]>O.CO.ClCCl>[F:19][C:14]1[CH:13]=[C:12]([C:20]2[C:21]([C:26]3[CH:31]=[CH:30][CH:29]=[CH:28][CH:27]=3)=[N:22][O:23][C:24]=2[CH3:25])[CH:11]=[C:10]([F:9])[C:15]=1[S:16]([CH3:18])(=[O:2])=[O:17] |f:0.1.2,4.5.6.7.8.9.10.11|. Reported procedure: Potassium peroxymonosulfate (0.25 g, 0.40 mmol) and water (7 mL) were added to a mixture of 4-[3,5-difluoro-4-(methyl-sulfinyl)phenyl]-5-methyl-3-phenylisoxazole (0.10 g, 0.30 mmol), dichloromethane (4 mL), and methanol (4 mL). The mixture was stirred for four days at room temperature. To the mixture was added magnesium monoperoxyphathalate hexahydrate (0.50 g, 0.80 mmol), dichloromethane (20 mL), methanol (10 mL). The mixture was stirred vigorously for 18 hours. To the mixture was added potassi...